Dataset: the Open Reaction Database (ORD), a public repository of structured organic reaction records. Task: describe an organic reaction: reactants, conditions, products, and yield The reactants are O[C@@H]1CC2CC[C@H]3[C@]4(CCC([C@@]4(C)CC[C@@H]3[C@]2(CC1)C)=O)O (3β,14β-Dihydroxyandrostan-17-one), C(C)(=O)OC(C)=O (acetic anhydride), C(C)(=O)[O-] (acetate). The solvent is N1=CC=CC=C1 (pyridine). Yields the product C(C)(=O)O[C@@H]1CC2CC[C@H]3[C@]4(CCC([C@@]4(C)CC[C@@H]3[C@]2(CC1)C)=O)O (3β-acetoxy-14β-hydroxyandrostan-17-one). Reaction SMILES: [OH:1][C@H:2]1[CH2:19][CH2:18][C@@:17]2([CH3:20])[CH:4]([CH2:5][CH2:6][C@@H:7]3[C@@H:16]2[CH2:15][CH2:14][C@@:12]2([CH3:13])[C@:8]3([OH:22])[CH2:9][CH2:10][C:11]2=[O:21])[CH2:3]1.[C:23](OC(=O)C)(=[O:25])[CH3:24].C([O-])(=O)C>N1C=CC=CC=1>[C:23]([O:1][C@H:2]1[CH2:19][CH2:18][C@@:17]2([CH3:20])[CH:4]([CH2:5][CH2:6][C@@H:7]3[C@@H:16]2[CH2:15][CH2:14][C@@:12]2([CH3:13])[C@:8]3([OH:22])[CH2:9][CH2:10][C:11]2=[O:21])[CH2:3]1)(=[O:25])[CH3:24]. Procedure: 3β,14β-Dihydroxyandrostan-17-one (70 mg.) was dissolved in 5 ml. of pyridine and treated with 1 ml. of acetic anhydride at room temperature for 15 hours. After evaporation of solvents, the residue was crystallized from ether to give 70 mg. of the acetate, m.p. 182°-184°. Starting materials: FC(C1=CC=C(C=C1)N1CCN(CC1)CC(C)=O)(F)F (1-{4-(4-trifluoromethylphenyl)piperazin-1-yl}propan-2-one), O (water), [I-].C[S+](=O)(C)C (Trimethylsulfoxonium iodide), [H-].[Na+] (sodium hydride). Solvent: CS(=O)C (dimethylsulfoxide), CS(=O)C (dimethylsulfoxide). Conditions: time 1 hour. Product: CC1(OC1)CN1CCN(CC1)C1=CC=C(C=C1)C(F)(F)F (1-(2-methyl-2-oxiranylmethyl)-4-(4-trifluoromethylphenyl)piperazine). Yield: 91.9%. As a reaction SMILES: [I-].[CH3:2][S+](C)(C)=O.[H-].[Na+].[F:9][C:10]([F:28])([F:27])[C:11]1[CH:16]=[CH:15][C:14]([N:17]2[CH2:22][CH2:21][N:20]([CH2:23][C:24](=[O:26])[CH3:25])[CH2:19][CH2:18]2)=[CH:13][CH:12]=1.O>CS(C)=O>[CH3:25][C:24]1([CH2:23][N:20]2[CH2:19][CH2:18][N:17]([C:14]3[CH:13]=[CH:12][C:11]([C:10]([F:9])([F:27])[F:28])=[CH:16][CH:15]=3)[CH2:22][CH2:21]2)[CH2:2][O:26]1 |f:0.1,2.3|. Reported procedure: Trimethylsulfoxonium iodide (2.5 g, 11.6 mmol) was gradually added to a suspension of sodium hydride (484 mg, 12.1 mmol) in dimethylsulfoxide (30 ml), and the mixture was stirred at room temperature for 1 hour. To which a solution of 1-{4-(4-trifluoromethylphenyl)piperazin-1-yl}propan-2-one (3.4 g, 11.9 mmol) in dimethylsulfoxide (20 ml) was added, and the mixture was stirred at room temperature for 1 hour. The reaction mixture was poured into iced water, and extracted with diethyl ether. The or... Reactants: C(C)(=O)C1=C(N(C(=C1)C)C1=CC=C(C=C1)OCC)C (3-acetyl-2,5-dimethyl-1-(4-ethoxyphenyl)pyrrole), ClC(CCCC(=O)OC)=O (methyl 5-chloro-5-oxovalerate). Yields the product COC(CCCC(=O)C1=C(N(C(=C1C(C)=O)C)C1=CC=C(C=C1)OCC)C)=O (5-[4-acetyl-2,5-dimethyl-1-(4-ethoxyphenyl)-1H-pyrrol-3-yl]-5-oxo-pentanoic acid methyl ester). Reaction SMILES: [C:1]([C:4]1[CH:8]=[C:7]([CH3:9])[N:6]([C:10]2[CH:15]=[CH:14][C:13]([O:16][CH2:17][CH3:18])=[CH:12][CH:11]=2)[C:5]=1[CH3:19])(=[O:3])[CH3:2].Cl[C:21](=[O:29])[CH2:22][CH2:23][CH2:24][C:25]([O:27][CH3:28])=[O:26]>>[CH3:28][O:27][C:25](=[O:26])[CH2:24][CH2:23][CH2:22][C:21]([C:8]1[C:4]([C:1](=[O:3])[CH3:2])=[C:5]([CH3:19])[N:6]([C:10]2[CH:11]=[CH:12][C:13]([O:16][CH2:17][CH3:18])=[CH:14][CH:15]=2)[C:7]=1[CH3:9])=[O:29]. Reported procedure: Utilizing the general procedure outlined in EXAMPLE 1, 3-acetyl-2,5-dimethyl-1-(4-ethoxyphenyl)pyrrole (771 mg, 3.0 mmol) and methyl 5-chloro-5-oxovalerate (0.63 mL, 4.5 mmol) reacted to give 5-[4-acetyl-2,5-dimethyl-1-(4-ethoxyphenyl)-1H-pyrrol-3-yl]-5-oxo-pentanoic acid methyl ester as a white solid: 1H NMR (CDCl3, 500 MHz) δ 7.05 (d, 2H), 6.98 (d, 2H), 4.08 (q, 2H), 3.65 (s, 3H), 2.75 (t, 2H), 2.41 (s, 3H), 2.40 (t, 2H), 2.11 (s, 3H), 2.01 (s, 3H), 2.00 (quintet, 2H), 1.45 (t, 3H); MS (ESI) 3...